This data is from the Open Reaction Database (ORD), a public repository of structured organic reaction records. The task is: describe an organic reaction: reactants, conditions, products, and yield The yield is 75.3%. Procedure: A solution of 1,2,3,4-tetrahydro-6-(phenylmethoxy)-9H-dibenzo[b,d]pyrrole (2.77 g) in dimethylformamide (20 mL) was stirred under argon at room temperature and treated with a 55% oil dispersion of sodium hydride in mineral oil (0.48 g). After stirring for ten minutes, a solution of 4-fluorobenzyl chloride (1.73 g) in dimethylformamide (5 mL) was added and the mixture was stirred for an additional 30 minutes. The solvent was removed by evaporation and the residue was mixed with water and extracte... Solvent: CN(C=O)C (dimethylformamide), CN(C=O)C (dimethylformamide). Reaction SMILES: [C:1]1([CH2:7][O:8][C:9]2[CH:10]=[CH:11][CH2:12][C:13]3[C:17]=2[N:16]=[C:15]2[CH2:18][CH2:19][CH2:20][CH2:21][C:14]=32)[CH:6]=[CH:5][CH:4]=[CH:3][CH:2]=1.[H-].[Na+].[F:24][C:25]1[CH:32]=[CH:31][C:28]([CH2:29]Cl)=[CH:27][CH:26]=1>CN(C)C=O>[C:1]1([CH2:7][O:8][C:9]2[CH:10]=[CH:11][CH:12]([CH2:29][C:28]3[CH:31]=[CH:32][C:25]([F:24])=[CH:26][CH:27]=3)[C:13]3[C:17]=2[N:16]=[C:15]2[CH2:18][CH2:19][CH2:20][CH2:21][C:14]=32)[CH:2]=[CH:3][CH:4]=[CH:5][CH:6]=1 |f:1.2|. Product: C1(=CC=CC=C1)COC=1C=CC(C2=C3C(=NC21)CCCC3)CC3=CC=C(C=C3)F (1,2,3,4-tetrahydro-6-(phenylmethoxy)-9-[(4-fluorophenyl)methyl]-9H-dibenzo[b,d]pyrrole). Starting materials: oil, [H-].[Na+] (sodium hydride), oil, C1(=CC=CC=C1)COC=1C=CCC2=C3C(=NC21)CCCC3 (1,2,3,4-tetrahydro-6-(phenylmethoxy)-9H-dibenzo[b,d]pyrrole), FC1=CC=C(CCl)C=C1 (4-fluorobenzyl chloride).